From a dataset of the Open Reaction Database (ORD), a public repository of structured organic reaction records. describe an organic reaction: reactants, conditions, products, and yield Starting materials: C, CO, Oc1ccc(C2=CCC(O)CC2)cc1, [Pd]. Product: Oc1ccc(C2CCC(O)CC2)cc1. Reaction SMILES: [C:15].[CH3:17][OH:18].[OH:1][c:2]1[cH:3][cH:4][c:5]([C:8]2=[CH:9][CH2:10][CH:11]([OH:14])[CH2:12][CH2:13]2)[cH:6][cH:7]1.[Pd:16]>>[OH:1][c:2]1[cH:3][cH:4][c:5]([CH:8]2[CH2:9][CH2:10][CH:11]([OH:14])[CH2:12][CH2:13]2)[cH:6][cH:7]1. As a reaction SMILES: [Br:1][C:2]1[CH:7]=[CH:6][C:5]([C:8]2[O:12][N:11]=[C:10]([CH3:13])[C:9]=2[NH2:14])=[CH:4][CH:3]=1.[F:15][C:16]([F:29])([F:28])[C:17]1[CH:18]=[C:19]([CH2:23][CH2:24][C:25](=O)[CH3:26])[CH:20]=[CH:21][CH:22]=1>>[Br:1][C:2]1[CH:3]=[CH:4][C:5]([C:8]2[O:12][N:11]=[C:10]([CH3:13])[C:9]=2[NH:14][CH:25]([CH3:26])[CH2:24][CH2:23][C:19]2[CH:20]=[CH:21][CH:22]=[C:17]([C:16]([F:15])([F:28])[F:29])[CH:18]=2)=[CH:6][CH:7]=1. Reactants: BrC1=CC=C(C=C1)C1=C(C(=NO1)C)N (5-(4-bromo-phenyl)-3-methyl-isoxazol-4-ylamine), FC(C=1C=C(C=CC1)CCC(C)=O)(F)F (4-(3-trifluoromethyl-phenyl)-butan-2-one). Reported procedure: Prepared according to the procedure described in Example 8, Step 1, using 5-(4-bromo-phenyl)-3-methyl-isoxazol-4-ylamine and 4-(3-trifluoromethyl-phenyl)-butan-2-one. Product: BrC1=CC=C(C=C1)C1=C(C(=NO1)C)NC(CCC1=CC(=CC=C1)C(F)(F)F)C ([5-(4-Bromo-phenyl)-3-methyl-isoxazol-4-yl]-[1-methyl-3-(3-trifluoromethyl-phenyl)-propyl]-amine). Reactants: CO, COC(=O)C(Cl)(CCC(F)(F)C(F)(F)C(F)(F)C(F)(F)F)S(=O)(=O)CCC(F)(F)F, N. Yields the product NC(=O)C(Cl)(CCC(F)(F)C(F)(F)C(F)(F)C(F)(F)F)S(=O)(=O)CCC(F)(F)F. As a reaction SMILES: [CH3:32][OH:33].[Cl:1][C:2]([C:3](=[O:4])[O:5][CH3:6])([CH2:7][CH2:8][C:9]([C:10]([C:11]([C:12]([F:13])([F:14])[F:15])([F:16])[F:17])([F:18])[F:19])([F:20])[F:21])[S:22](=[O:23])(=[O:24])[CH2:25][CH2:26][C:27]([F:28])([F:29])[F:30].[NH3:31]>>[Cl:1][C:2]([C:3](=[O:4])[NH2:31])([CH2:7][CH2:8][C:9]([C:10]([C:11]([C:12]([F:13])([F:14])[F:15])([F:16])[F:17])([F:18])[F:19])([F:20])[F:21])[S:22](=[O:23])(=[O:24])[CH2:25][CH2:26][C:27]([F:28])([F:29])[F:30].